This data is from the Open Reaction Database (ORD), a public repository of structured organic reaction records. The task is: describe an organic reaction: reactants, conditions, products, and yield Conditions: temperature 110 celsius. The reactants are ONC(=N)C1=C2CCC(C2=CC=C1)=NO (4-(N-hydroxyamidino)-2,3-dihydro-1H-inden-1-one oxime), NN1C(=NC(=C1)C1=CC=C(C=C1)C)N (1,2-diamino-4-(4-tolyl)-imidazole), Cl (hydrochloric acid). Product: Cl.Cl.ONC(=N)C1=C2CCC(C2=CC=C1)=NN1C(=NC(=C1)C1=CC=C(C=C1)C)N (1-[4-(N-Hydroxyamidino)-2.3-dihydro-1H-inden-1-ylideneamino]-2-amino-4-(4-tolyl)-imidazole dihydrochloride), dihydrate. Procedure details: A mixture of 1.20 g (5.848 mmol) of 4-(N-hydroxyamidino)-2,3-dihydro-1H-inden-1-one oxime, 1.10 g (5.844 mmol) of 1,2-diamino-4-(4-tolyl)-imidazole (Beyer H. et al., Chem. Ber. 101, 3151 (1968)) and 20 ml of 4N hydrochloric acid is heated at 110° C. for 22 hours, with stirring, and is then concentrated in vacuo to approximately half its original volume. The product that has crystallized out is filtered off, washed with isopropanol and recrystallized from a mixture of 15 ml of methanol and 30 ml ... RXN SMILES: [OH:1][NH:2][C:3]([C:5]1[CH:13]=[CH:12][CH:11]=[C:10]2[C:6]=1[CH2:7][CH2:8][C:9]2=[N:14]O)=[NH:4].N[N:17]1[CH:21]=[C:20]([C:22]2[CH:27]=[CH:26][C:25]([CH3:28])=[CH:24][CH:23]=2)[N:19]=[C:18]1[NH2:29].[ClH:30]>>[ClH:30].[ClH:30].[OH:1][NH:2][C:3]([C:5]1[CH:13]=[CH:12][CH:11]=[C:10]2[C:6]=1[CH2:7][CH2:8][C:9]2=[N:14][N:17]1[CH:21]=[C:20]([C:22]2[CH:23]=[CH:24][C:25]([CH3:28])=[CH:26][CH:27]=2)[N:19]=[C:18]1[NH2:29])=[NH:4] |f:3.4.5|. Reactants: CC(=O)N1CCC(=O)CC1, CC(=O)O, O=P(O)(O)O, c1ccc2[nH]ccc2c1. The product is CC(=O)N1CC=C(c2cc3ccccc3[nH]2)CC1. RXN SMILES: [C:15]([CH3:16])(=[O:17])[N:18]1[CH2:19][CH2:20][C:21](=[O:24])[CH2:22][CH2:23]1.[CH3:25][C:26](=[O:27])[OH:28].[P:10](=[O:11])([OH:12])([OH:13])[OH:14].[nH:1]1[cH:2][cH:3][c:4]2[cH:5][cH:6][cH:7][cH:8][c:9]12>>[nH:1]1[c:2]([C:21]2=[CH:20][CH2:19][N:18]([C:15]([CH3:16])=[O:17])[CH2:23][CH2:22]2)[cH:3][c:4]2[cH:5][cH:6][cH:7][cH:8][c:9]12. Product: C(CC)C(C(=O)O)CC1=CC=C(C=C1)OCCNC(C1=CC=C(C=C1)C1=NC=CC=C1)=O (2-Propyl-3-[4-[2-(4-pyridine-2-ylbenzoylamino)ethoxy]phenyl]propionic acid). Yield: 99.4%. Reported procedure: In a similar manner to that described in Example 2, ethyl 2-propyl-3-[4-[2-(4-pyridine-2-ylbenzoylamino)ethoxy]phenyl]propionate (2.10 g), which is the product of Example 73, was reacted with aqueous sodium hydroxide solution (1N, 15.0 ml) and the reaction mixture was treated to give the title compound (1.96 g) as a white powder. Starting materials: C(CC)C(C(=O)OCC)CC1=CC=C(C=C1)OCCNC(C1=CC=C(C=C1)C1=NC=CC=C1)=O (ethyl 2-propyl-3-[4-[2-(4-pyridine-2-ylbenzoylamino)ethoxy]phenyl]propionate), product, [OH-].[Na+] (sodium hydroxide). RXN SMILES: [CH2:1]([CH:4]([CH2:10][C:11]1[CH:16]=[CH:15][C:14]([O:17][CH2:18][CH2:19][NH:20][C:21](=[O:34])[C:22]2[CH:27]=[CH:26][C:25]([C:28]3[CH:33]=[CH:32][CH:31]=[CH:30][N:29]=3)=[CH:24][CH:23]=2)=[CH:13][CH:12]=1)[C:5]([O:7]CC)=[O:6])[CH2:2][CH3:3].[OH-].[Na+]>>[CH2:1]([CH:4]([CH2:10][C:11]1[CH:12]=[CH:13][C:14]([O:17][CH2:18][CH2:19][NH:20][C:21](=[O:34])[C:22]2[CH:23]=[CH:24][C:25]([C:28]3[CH:33]=[CH:32][CH:31]=[CH:30][N:29]=3)=[CH:26][CH:27]=2)=[CH:15][CH:16]=1)[C:5]([OH:7])=[O:6])[CH2:2][CH3:3] |f:1.2|. Run at time 2 hour. Yield: 89.0%. Solvent: C(C)#N (acetonitrile). The reactants are ClC1=NC(=C(C(=O)N)C=C1C1CC1)OCCOC(C)C (6-chloro-5-cyclopropyl-2-(2-isopropoxyethoxy)nicotinamide), O=P(Cl)(Cl)Cl (POCl3), N1=CC=CC=C1 (pyridine), C(=O)(O)[O-].[Na+] (NaHCO3). Yields the product ClC1=NC(=C(C#N)C=C1C1CC1)OCCOC(C)C (6-chloro-5-cyclopropyl-2-(2-isopropoxyethoxy)nicotinonitrile). Procedure details: To a solution of 6-chloro-5-cyclopropyl-2-(2-isopropoxyethoxy)nicotinamide (180 mg, 0.6 mmol) in acetonitrile (20 mL) was added POCl3 (276 mg, 1.8 mmol) and pyridine (285 mg, 3.6 mmol). After stirred at r.t for 2 hrs, the mixture was poured into aq. NaHCO3, extracted with EtOAc. The separated organics was dried and concentrated in vacuo to afford crude 6-chloro-5-cyclopropyl-2-(2-isopropoxyethoxy)nicotinonitrile (150 mg). As a reaction SMILES: [Cl:1][C:2]1[C:10]([CH:11]2[CH2:13][CH2:12]2)=[CH:9][C:5]([C:6]([NH2:8])=O)=[C:4]([O:14][CH2:15][CH2:16][O:17][CH:18]([CH3:20])[CH3:19])[N:3]=1.O=P(Cl)(Cl)Cl.N1C=CC=CC=1.C([O-])(O)=O.[Na+]>C(#N)C>[Cl:1][C:2]1[C:10]([CH:11]2[CH2:12][CH2:13]2)=[CH:9][C:5]([C:6]#[N:8])=[C:4]([O:14][CH2:15][CH2:16][O:17][CH:18]([CH3:20])[CH3:19])[N:3]=1 |f:3.4|.